Dataset: the Open Reaction Database (ORD), a public repository of structured organic reaction records. Task: describe an organic reaction: reactants, conditions, products, and yield Starting materials: ClC1=CC=C(C=2C=COC21)/C=C/C#N ((E)-3-(7-chloro-benzofuran-4-yl)-acrylonitrile), ClC1=CC=C(C=2C=COC21)/C=C/C#N ((E)-3-(7-chloro-benzofuran-4-yl)-acrylonitrile). The reagents and catalysts are [Pd] (palladium on charcoal). Solvent: C(C)(=O)O (acetic acid). Reaction conditions: time 3 day. Product: Cl.O1CCC2=C1C=CC=C2CCCN (3-(2,3-Dihydro-benzofuran-4-yl)-propylamine hydrochloride). Reaction SMILES: [Cl:1][C:2]1[C:10]2[O:9][CH:8]=[CH:7][C:6]=2[C:5](/[CH:11]=[CH:12]/[C:13]#[N:14])=[CH:4][CH:3]=1>C(O)(=O)C.[Pd]>[ClH:1].[O:9]1[C:10]2[CH:2]=[CH:3][CH:4]=[C:5]([CH2:11][CH2:12][CH2:13][NH2:14])[C:6]=2[CH2:7][CH2:8]1 |f:3.4|. Procedure details: A solution of the (E)-3-(7-chloro-benzofuran-4-yl)-acrylonitrile (intermediate 3) (1.0 g) in acetic acid (30 ml) containing 10% palladium on charcoal (50 mg; 50% wet paste) and 5% platinium on charcoal (50 mg) was hydrogenated at 100 psi and 50° for 3 days. The solution was filtered through hyflo and evaporated to dryness and the residue recrystallised from isopropanol to give the title compound as white plates (583 mg). Starting materials: COC(=O)c1c(Cl)cc(Cl)cc1NC(=O)C(C)c1cccc(OCc2ccccc2)c1, C[Si](C)(C)[N-][Si](C)(C)C, CCCCCC, CCOC(C)=O, [Li+]. Product: CC1(c2cccc(OCc3ccccc3)c2)C(=O)Nc2cc(Cl)cc(Cl)c2C1=O. RXN SMILES: [CH3:1][O:2][C:3]([c:4]1[c:5]([NH:12][C:13]([CH:14]([CH3:15])[c:16]2[cH:17][c:18]([O:22][CH2:23][c:24]3[cH:25][cH:26][cH:27][cH:28][cH:29]3)[cH:19][cH:20][cH:21]2)=[O:30])[cH:6][c:7]([Cl:11])[cH:8][c:9]1[Cl:10])=[O:31].[CH3:33][Si:34]([N-:35][Si:36]([CH3:37])([CH3:38])[CH3:39])([CH3:40])[CH3:41].[CH3:42][CH2:43][CH2:44][CH2:45][CH2:46][CH3:47].[CH3:48][CH2:49][O:50][C:51]([CH3:52])=[O:53].[Li+:32]>>[O:2]=[C:3]1[c:4]2[c:5]([cH:6][c:7]([Cl:11])[cH:8][c:9]2[Cl:10])[NH:12][C:13](=[O:30])[C:14]1([CH3:15])[c:16]1[cH:17][c:18]([O:22][CH2:23][c:24]2[cH:25][cH:26][cH:27][cH:28][cH:29]2)[cH:19][cH:20][cH:21]1. The reactants are CC=1C=C(C=CC1)[Mg]Br (3-methylphenyl magnesium bromide), solution, C(C)(C)(C)OC(=O)N1CCC(CC1)=O (N-t-butoxycarbonyl piperidin-4-one). Solvent: C1CCOC1 (THF), C1CCOC1 (THF). Reaction conditions: time 30 minute. Yields the product C(C)(C)(C)OC(=O)N1CCC(CC1)(O)C1=CC(=CC=C1)C (N-t-Butoxycarbonyl-4-(3-methylphenyl)-4-hydroxy piperidine). RXN SMILES: [CH3:1][C:2]1[CH:3]=[C:4]([Mg]Br)[CH:5]=[CH:6][CH:7]=1.[C:10]([O:14][C:15]([N:17]1[CH2:22][CH2:21][C:20](=[O:23])[CH2:19][CH2:18]1)=[O:16])([CH3:13])([CH3:12])[CH3:11]>C1COCC1>[C:10]([O:14][C:15]([N:17]1[CH2:18][CH2:19][C:20]([C:6]2[CH:5]=[CH:4][CH:3]=[C:2]([CH3:1])[CH:7]=2)([OH:23])[CH2:21][CH2:22]1)=[O:16])([CH3:13])([CH3:11])[CH3:12]. Procedure details: To a solution of 3-methylphenyl magnesium bromide (58 ml of a 1M solution in THF, 58.0 mmol) at 0° C. was added a solution of N-t-butoxycarbonyl piperidin-4-one (10.0 g, 53mmol) in THF (30 ml) dropwise over 20 min, and the reaction stirred under argon for a further 30 min. The reaction was quenched by addition of sat NH4Cl solution (100 ml), and diluted with EtOAc. The organic extracts were dried, (MgSO4) and the solvent evaporated in vacuo to afford the title compound of sufficient purity to be... Reactants: F[C@@H]1[C@@H]2[C@H]3CCC(C=C3C[C@H]([C@H]2[C@@H]2CCC([C@@]2(C)C1)=O)CCCCCO)=O (11β-fluoro-7α-(5-hydroxypentyl)-estr-4-ene-3,17-dione), C1(=CC=CC=C1)P(C1=CC=CC=C1)C1=CC=CC=C1 (triphenylphosphine), C(Br)(Br)(Br)Br (carbon tetrabromide). Solvent: ClCCl (dichloromethane), ClCCl (dichloromethane). Run at time 0.5 hour. The product is BrCCCCC[C@H]1[C@H]2[C@@H]3CCC([C@@]3(C)C[C@@H]([C@@H]2[C@H]2CCC(C=C2C1)=O)F)=O (7α-(5-bromopentyl)-11β-fluoro-estr-4-ene-3,17-dione). Yield: 74.0%. RXN SMILES: [F:1][C@H:2]1[CH2:19][C@@:17]2([CH3:18])[C@@H:13]([CH2:14][CH2:15][C:16]2=[O:20])[C@H:12]2[C@H:3]1[C@@H:4]1[C:9]([CH2:10][C@H:11]2[CH2:21][CH2:22][CH2:23][CH2:24][CH2:25]O)=[CH:8][C:7](=[O:27])[CH2:6][CH2:5]1.C1(P(C2C=CC=CC=2)C2C=CC=CC=2)C=CC=CC=1.C(Br)(Br)(Br)[Br:48]>ClCCl>[Br:48][CH2:25][CH2:24][CH2:23][CH2:22][CH2:21][C@@H:11]1[CH2:10][C:9]2[C@H:4]([CH2:5][CH2:6][C:7](=[O:27])[CH:8]=2)[C@@H:3]2[C@@H:12]1[C@H:13]1[C@@:17]([CH2:19][C@@H:2]2[F:1])([CH3:18])[C:16](=[O:20])[CH2:15][CH2:14]1. Procedure details: A solution of 33 g of 11β-fluoro-7α-(5-hydroxypentyl)-estr-4-ene-3,17-dione in 330 ml of dichloromethane is mixed at -5° C .with 28.9 g of triphenylphosphine and 36.7 g of carbon tetrabromide, and it is stirred for 0.5 hour. Then, dichloromethane is added and washed with water, saturated sodium bicarbonate and common salt solution. The organic phase is dried on sodium sulfate and concentrated by evaporation in a vacuum. Then, the crude product is chromatographed on silica gel with a hexane-ethyl... Product: C(=O)(O)[C@H](CC1=CC=C(C=C1)OC)NC1=NC2=CC=C(C=C2C=C1C(=O)O)Cl (2-[(S)-1-Carboxy-2-(4-methoxy-phenyl)-ethylamino]-6-chloro-quinoline-3-carboxylic acid). Reported procedure: In close analogy to the procedure described in Example 1, 2,6-dichloroquinoline-3-carboxylic acid is reacted with 4-methoxy-L-phenylalanine to provide the title compound in 60% yield as yellow needles (recrystallization from EtOH). The yield is 60.0%. As a reaction SMILES: Cl[C:2]1[C:11]([C:12]([OH:14])=[O:13])=[CH:10][C:9]2[C:4](=[CH:5][CH:6]=[C:7]([Cl:15])[CH:8]=2)[N:3]=1.[CH3:16][O:17][C:18]1[CH:29]=[CH:28][C:21]([CH2:22][C@@H:23]([C:25]([OH:27])=[O:26])[NH2:24])=[CH:20][CH:19]=1>>[C:25]([C@@H:23]([NH:24][C:2]1[C:11]([C:12]([OH:14])=[O:13])=[CH:10][C:9]2[C:4](=[CH:5][CH:6]=[C:7]([Cl:15])[CH:8]=2)[N:3]=1)[CH2:22][C:21]1[CH:28]=[CH:29][C:18]([O:17][CH3:16])=[CH:19][CH:20]=1)([OH:27])=[O:26]. Starting materials: ClC1=NC2=CC=C(C=C2C=C1C(=O)O)Cl (2,6-dichloroquinoline-3-carboxylic acid), COC1=CC=C(C[C@H](N)C(=O)O)C=C1 (4-methoxy-L-phenylalanine). Reactants: FC1=CC=C2C(=NNC2=C1)N1CCNCC1 (6-fluoro-3-(4-piperazinyl)-1H-indazole), C(=O)(O)[O-].[Na+] (NaHCO3), ClCC#N (chloroacetonitrile), CC#N (CH3CN). The solvent is O (H2O). Product: FC1=CC=C2C(=NNC2=C1)N1CCN(CC1)CC#N ([4-(6-Fluoro-1H-indazol-3-yl)-1-piperazinyl]acetonitrile). The yield is 999.9%. RXN SMILES: [F:1][C:2]1[CH:10]=[C:9]2[C:5]([C:6]([N:11]3[CH2:16][CH2:15][NH:14][CH2:13][CH2:12]3)=[N:7][NH:8]2)=[CH:4][CH:3]=1.C([O-])(O)=O.[Na+].Cl[CH2:23][C:24]#[N:25].CC#N>O>[F:1][C:2]1[CH:10]=[C:9]2[C:5]([C:6]([N:11]3[CH2:12][CH2:13][N:14]([CH2:23][C:24]#[N:25])[CH2:15][CH2:16]3)=[N:7][NH:8]2)=[CH:4][CH:3]=1 |f:1.2|. Procedure: A mixture of 6-fluoro-3-(4-piperazinyl)-1H-indazole (6.0 g, 2.7 mmol), NaHCO3 (2.5 g, 3.0 m-mol) chloroacetonitrile (2.5 g, 3.3 mmol) and CH3CN (150 mol) was stirred at reflux under N2 for 18 hours. The cooled reaction was poured into H2O and the aqueous solution was extracted with EtOAc. The EtOAc extract was washed with H2O washed with brine, dried with MgSO4 and concentrated to yield 7.0 g of a tan solid. A 1.3 g sample was recrystallized from EtOAc to yield 0.65 g of a beige solid, m.p. 154°... Starting materials: O=C([O-])[O-], CN(C)C=O, CI, CC(C)=O, [K+], [K+], O, O=C(C=Cc1cccs1)Nc1ccccc1C(=O)O. Yields the product COC(=O)c1ccccc1NC(=O)C=Cc1cccs1. Reaction SMILES: [C:20](=[O:21])([O-:22])[O-:23].[CH3:26][N:27]([CH3:28])[CH:29]=[O:30].[CH3:31][I:32].[CH3:33][C:34](=[O:35])[CH3:36].[K+:24].[K+:25].[OH2:37].[s:1]1[c:2]([CH:6]=[CH:7][C:8](=[O:9])[NH:10][c:11]2[c:12]([C:13](=[O:14])[OH:15])[cH:16][cH:17][cH:18][cH:19]2)[cH:3][cH:4][cH:5]1>>[s:1]1[c:2]([CH:6]=[CH:7][C:8](=[O:9])[NH:10][c:11]2[c:12]([C:13](=[O:14])[O:15][CH3:20])[cH:16][cH:17][cH:18][cH:19]2)[cH:3][cH:4][cH:5]1.